Dataset: the Open Reaction Database (ORD), a public repository of structured organic reaction records. Task: describe an organic reaction: reactants, conditions, products, and yield Starting materials: N1=CC=CC=C1 (pyridine), C(C)[Si](Cl)(CC)CC (triethylchlorosilane), O[C@H](C)[C@H]1C(N[C@@H]1[C@@H]1C(C2=CC=CC=C2CC1)=O)=O ((3S, 4R)-3-[(1R)-1-Hydroxyetyl]-4-[(2R)-1-oxo-1,2,3,4-tetrahydronaphth-2-yl]-azetidin-2-one). The solvent is C(Cl)Cl (methylene chloride), C(Cl)Cl (methylene chloride). Conditions: time 3 hour. Product: C(C)[Si](O[C@H](C)[C@H]1C(N[C@@H]1[C@@H]1C(C2=CC=CC=C2CC1)=O)=O)(CC)CC ((3S ,4R)-3-[(1R)-1-Triethylsilyloxyethyl]-4-[(2R)-1-oxo-1,2,3,4-tetrahydronaphth-2-yl]-azetidin-2-one). RXN SMILES: N1C=CC=CC=1.[CH2:7]([Si:9]([CH2:13][CH3:14])([CH2:11][CH3:12])Cl)[CH3:8].[OH:15][C@@H:16]([C@@H:18]1[C@@H:21]([C@H:22]2[CH2:31][CH2:30][C:29]3[C:24](=[CH:25][CH:26]=[CH:27][CH:28]=3)[C:23]2=[O:32])[NH:20][C:19]1=[O:33])[CH3:17]>C(Cl)Cl>[CH2:7]([Si:9]([CH2:13][CH3:14])([CH2:11][CH3:12])[O:15][C@@H:16]([C@@H:18]1[C@@H:21]([C@H:22]2[CH2:31][CH2:30][C:29]3[C:24](=[CH:25][CH:26]=[CH:27][CH:28]=3)[C:23]2=[O:32])[NH:20][C:19]1=[O:33])[CH3:17])[CH3:8]. Procedure details: 0.06 ml of pyridine and 0.1 ml of triethylchlorosilane were added successively at 0° C. to 100 mg (0.39 mmol) of the hydroxyethyl compound from step 1 in 3 ml of anhydrous methylene chloride and then stirred at room temperature for 3 h. The reaction mixture was diluted with 10 ml of methylene chloride and washed successively with dilute hydrochloric acid, saturated NaHCO3 solution and water. After drying over sodium sulfate and concentration in vacuo, the residue was chromatographed on silica ge... Starting materials: COC(C1=C(C=C(C=C1)CN(C)C1=C(C=C(C=C1C)O[Si](C(C)C)(C(C)C)C(C)C)F)C)=O (4-{[(2-fluoro-6-methyl-4-triisopropylsilanyloxy-phenyl)-methyl-amino]-methyl}-2-methyl-benzoic acid methyl ester), [F-].C(CCC)[N+](CCCC)(CCCC)CCCC (tetrabutylammonium fluoride), Cl (HCl). Solvent: C1CCOC1 (THF). Run at temperature 0 celsius, time 20 minute. Product: COC(C1=C(C=C(C=C1)CN(C)C1=C(C=C(C=C1C)O)F)C)=O (4-{[(2-Fluoro-4-hydroxy-6-methyl-phenyl)-methyl-amino]-methyl}-2-methyl-benzoic Acid Methyl Ester). Isolated yield 76.1%. As a reaction SMILES: [CH3:1][O:2][C:3](=[O:33])[C:4]1[CH:9]=[CH:8][C:7]([CH2:10][N:11]([C:13]2[C:18]([CH3:19])=[CH:17][C:16]([O:20][Si](C(C)C)(C(C)C)C(C)C)=[CH:15][C:14]=2[F:31])[CH3:12])=[CH:6][C:5]=1[CH3:32].[F-].C([N+](CCCC)(CCCC)CCCC)CCC.Cl>C1COCC1>[CH3:1][O:2][C:3](=[O:33])[C:4]1[CH:9]=[CH:8][C:7]([CH2:10][N:11]([C:13]2[C:18]([CH3:19])=[CH:17][C:16]([OH:20])=[CH:15][C:14]=2[F:31])[CH3:12])=[CH:6][C:5]=1[CH3:32] |f:1.2|. Reported procedure: A mixture of 4-{[(2-fluoro-6-methyl-4-triisopropylsilanyloxy-phenyl)-methyl-amino]-methyl}-2-methyl-benzoic acid methyl ester (457 mg, 0.965 mmol) and tetrabutylammonium fluoride (2.0 mL of 1M in THF, 2.0 mmol) in THF (10 mL) is stirred at 0° C. for 20 minutes and then 2.0 mL of 1M HCl is added and the mixture is concentrated. The residue is portioned between ethyl acetate and brine. The layers are separated and the brine layer is extracted with ethyl acetate. The combined ethyl acetate layers a...